The task is: describe an organic reaction: reactants, conditions, products, and yield. This data is from the Open Reaction Database (ORD), a public repository of structured organic reaction records. The reactants are C1(CCCC1)N1N=C(C2=CC=C(C=C12)C=O)CC (1-cyclopentyl-3-ethyl-1H-indazole-6-carboxaldehyde), C[Mg]Cl (methylmagnesium chloride). The solvent is O1CCCC1 (tetrahydrofuran), O1CCCC1 (tetrahydrofuran). Yields the product C1(CCCC1)N1N=C(C2=CC=C(C=C12)C(C)O)CC (1-(1-cyclopentyl-3-ethyl-1H-indazol-6-yl)ethanol). As a reaction SMILES: [CH:1]1([N:6]2[C:14]3[C:9](=[CH:10][CH:11]=[C:12]([CH:15]=[O:16])[CH:13]=3)[C:8]([CH2:17][CH3:18])=[N:7]2)[CH2:5][CH2:4][CH2:3][CH2:2]1.[CH3:19][Mg]Cl>O1CCCC1>[CH:1]1([N:6]2[C:14]3[C:9](=[CH:10][CH:11]=[C:12]([CH:15]([OH:16])[CH3:19])[CH:13]=3)[C:8]([CH2:17][CH3:18])=[N:7]2)[CH2:2][CH2:3][CH2:4][CH2:5]1. Reported procedure: A solution of 1-cyclopentyl-3-ethyl-1H-indazole-6-carboxaldehyde (1.00 g, 4.13 mmol) in 40 mL of tetrahydrofuran under argon was cooled to −78° C. and with stirring treated with 3 mL of 3 M methylmagnesium chloride in tetrahydrofuran. The reaction was stirred at −78° C. for 1 hour, slowly warmed to room temperature overnight and then quenched by addition of 100 mL of saturated aqueous NH4Cl. The mixture was extracted with 3×50 mL of ethyl acetate and the combined organic fractions were dried ove...